This data is from the Open Reaction Database (ORD), a public repository of structured organic reaction records. The task is: describe an organic reaction: reactants, conditions, products, and yield RXN SMILES: [Cl:1][CH2:2][CH2:3][CH2:4]/[C:5](=[CH:13]\[C:14]1[CH:19]=[C:18]([O:20][CH3:21])[C:17]([N:22]2[CH:26]=[C:25]([CH3:27])[N:24]=[CH:23]2)=[CH:16][C:15]=1[F:28])/[C:6]([O:8]C(C)(C)C)=[O:7].[F:29][C:30]([F:35])([F:34])[C:31]([OH:33])=[O:32]>>[F:29][C:30]([F:35])([F:34])[C:31]([OH:33])=[O:32].[Cl:1][CH2:2][CH2:3][CH2:4]/[C:5](=[CH:13]\[C:14]1[CH:19]=[C:18]([O:20][CH3:21])[C:17]([N:22]2[CH:26]=[C:25]([CH3:27])[N:24]=[CH:23]2)=[CH:16][C:15]=1[F:28])/[C:6]([OH:8])=[O:7] |f:2.3|. Reported procedure: Sodium hydride (containing mineral oil at 40%, 0.68 g) was added to a solution of tert-butyl 5-chloro-2-(diethoxyphosphoryl)valerate (5.59 g) in THF (50 mL) in a nitrogen atmosphere at room temperature, and the reaction solution was stirred at room temperature for 30 minutes. A solution of 2-fluoro-5-methoxy-4-(4-methyl-1H-imidazol-1-yl)benzaldehyde (3.19 g) in THF (10 mL) was added to the reaction mixture, and the reaction solution was stirred at room temperature for 4 hours. Water and ethyl ac... Conditions: time 2 hour. Product: FC(C(=O)O)(F)F.ClCCC\C(\C(=O)O)=C/C1=C(C=C(C(=C1)OC)N1C=NC(=C1)C)F ((E)-5-chloro-2-[2-fluoro-5-methoxy-4-(4-methyl-1H-imidazol-1-yl)benzylidene]valeric acid trifluoroacetate). Starting materials: ClCCC\C(\C(=O)OC(C)(C)C)=C/C1=C(C=C(C(=C1)OC)N1C=NC(=C1)C)F (tert-butyl (E)-5-chloro-2-(2-fluoro-5-methoxy-4-(4-methyl-1H-imidazol-1-yl)benzylidene)valerate), FC(C(=O)O)(F)F (trifluoroacetic acid). Reactants: C([O-])([O-])=O.[Na+].[Na+] (sodium carbonate), NC=1C=CC(=C(C(=O)NN)C1)NC (5-amino-2-methylaminobenzoic acid hydrazide), C(CC(=O)C(=O)OCC)(=O)OCC (diethyl oxalacetate), [Na] (sodium). The solvent is O (water). Product: NC1=CC=2C(N3C(N(C2C=C1)C)=CC(=N3)C(=O)O)=O (7-Amino-4,9-dihydro-4-methyl-9-oxopyrazolo[5,1-b]-quinazoline-2-carboxylic acid). Isolated yield 59.0%. Reaction SMILES: [NH2:1][C:2]1[CH:3]=[CH:4][C:5]([NH:12][CH3:13])=[C:6]([CH:11]=1)[C:7]([NH:9][NH2:10])=[O:8].[C:14]([O:24]CC)(=[O:23])[CH2:15][C:16]([C:18](OCC)=O)=O.[Na].C(=O)([O-])[O-].[Na+].[Na+]>O>[NH2:1][C:2]1[CH:3]=[CH:4][C:5]2[N:12]([CH3:13])[C:18]3=[CH:16][C:15]([C:14]([OH:24])=[O:23])=[N:10][N:9]3[C:7](=[O:8])[C:6]=2[CH:11]=1 |f:3.4.5,^1:26|. Procedure: The procedure of Sircar, et al., (J. Med. Chem., 24:735-742 (1981)) was followed. A mixture of 5-amino-2-methylaminobenzoic acid hydrazide (35.05 g, 0.194 mol) and 95% diethyl oxalacetate, sodium salt (47.33 g, 0.214 mol, Aldrich Chemical Co.) in 1 L of water was refluxed for 2 hours. The dark solution was cooled to room temperature and sodium carbonate (22.68 g, 0.214 mol) was added. The solution was refluxed for 1 hour, then allowed to cool to room temperature overnight. A small amount of soli... The reactants are C(C1=CC=CC=C1)OC(=O)N1[C@H](CC[C@H]1C(NC1=CC(=CC=C1)OC(F)(F)F)=O)CN=[N+]=[N-] ((2R,5S)-2-azidomethyl-5-(3-trifluoromethoxy-phenylcarbamoyl)-pyrrolidine-1-carboxylic acid benzyl ester), C1(=CC=CC=C1)P(C1=CC=CC=C1)C1=CC=CC=C1 (triphenylphosphine). Solvent: C1CCOC1 (THF), C1CCOC1 (THF). Reaction conditions: time 8 hour. The product is C(C1=CC=CC=C1)OC(=O)N1[C@H](CC[C@H]1C(NC1=CC(=CC=C1)OC(F)(F)F)=O)CN ((2R,5S)-2-Aminomethyl-5-(3-trifluoromethoxy-phenylcarbamoyl)-pyrrolidine-1-carboxylic acid benzyl ester). Reaction SMILES: [CH2:1]([O:8][C:9]([N:11]1[C@H:15]([C:16](=[O:29])[NH:17][C:18]2[CH:23]=[CH:22][CH:21]=[C:20]([O:24][C:25]([F:28])([F:27])[F:26])[CH:19]=2)[CH2:14][CH2:13][C@@H:12]1[CH2:30][N:31]=[N+]=[N-])=[O:10])[C:2]1[CH:7]=[CH:6][CH:5]=[CH:4][CH:3]=1.C1(P(C2C=CC=CC=2)C2C=CC=CC=2)C=CC=CC=1>C1COCC1>[CH2:1]([O:8][C:9]([N:11]1[C@H:15]([C:16](=[O:29])[NH:17][C:18]2[CH:23]=[CH:22][CH:21]=[C:20]([O:24][C:25]([F:26])([F:27])[F:28])[CH:19]=2)[CH2:14][CH2:13][C@@H:12]1[CH2:30][NH2:31])=[O:10])[C:2]1[CH:7]=[CH:6][CH:5]=[CH:4][CH:3]=1. Procedure: A mixture of (2R,5S)-2-azidomethyl-5-(3-trifluoromethoxy-phenylcarbamoyl)-pyrrolidine-1-carboxylic acid benzyl ester (460 mg, 0.99 mmol) and triphenylphosphine (312 mg, 1.19 mmol) in THF (4 mL) was stirred at RT overnight. After completion of the reaction, THF was removed and the crude reaction mixture was purified by preparative HPLC (Waters SunFire C18-ODB 5 μm, 19×50, 5-100% CH3CN/H2O in 17 min, 100% CH3CN for 3 min, CH3CN and H2O containing 0.1% TFA, flow: 20 mL/min) to give the title compou... Reactants: ClCCl, OC1CCCC1c1cc(F)cc(F)c1. The product is O=C1CCCC1c1cc(F)cc(F)c1. As a reaction SMILES: [Cl:15][CH2:16][Cl:17].[F:1][c:2]1[cH:3][c:4]([CH:9]2[CH:10]([OH:14])[CH2:11][CH2:12][CH2:13]2)[cH:5][c:6]([F:8])[cH:7]1>>[F:1][c:2]1[cH:3][c:4]([CH:9]2[C:10](=[O:14])[CH2:11][CH2:12][CH2:13]2)[cH:5][c:6]([F:8])[cH:7]1. Reactants: C(=O)[C@H]1CN(C[C@@H]1C1=CC=CC=C1)[C@@H](C(=O)OCC1=CC=C(C=C1)OC)C1CCCCC1 (α-(R)-(3-(R)-formyl-4-(S)-phenylpyrrolidin-1-yl)-cyclohexaneacetic acid, para-methoxybenzyl ester), N1CCC(CC1)N1C=NC2=C1C=CC(=C2)F (1-Piperidin-4-yl-5-fluoro-1-H-benzoimidazole), C(C)(=O)O[BH-](OC(C)=O)OC(C)=O.[Na+] (sodium triacetoxyborohydride). The solvent is C1CCOC1 (THF), CN(C)C=O (DMF). Product: FC1=CC2=C(N(C=N2)C2CCN(CC2)C[C@H]2CN(C[C@@H]2C2=CC=CC=C2)[C@@H](C(=O)OCC2=CC=C(C=C2)OC)C2CCCCC2)C=C1 (α-(R)-(3-(S)-((4-(5-Fluoro-benzoimidazol-1-yl)-piperidin-1-ylmethyl))-4-(S)-phenylpyrrolidin-1-yl)-cyclohexaneacetic acid, 4-methoxy-benzyl ester). Yield: 73.3%. RXN SMILES: [CH:1]([C@@H:3]1[C@@H:7]([C:8]2[CH:13]=[CH:12][CH:11]=[CH:10][CH:9]=2)[CH2:6][N:5]([C@H:14]([CH:27]2[CH2:32][CH2:31][CH2:30][CH2:29][CH2:28]2)[C:15]([O:17][CH2:18][C:19]2[CH:24]=[CH:23][C:22]([O:25][CH3:26])=[CH:21][CH:20]=2)=[O:16])[CH2:4]1)=O.[NH:33]1[CH2:38][CH2:37][CH:36]([N:39]2[C:43]3[CH:44]=[CH:45][C:46]([F:48])=[CH:47][C:42]=3[N:41]=[CH:40]2)[CH2:35][CH2:34]1.C(O[BH-](OC(=O)C)OC(=O)C)(=O)C.[Na+]>C1COCC1.CN(C=O)C>[F:48][C:46]1[CH:45]=[CH:44][C:43]2[N:39]([CH:36]3[CH2:35][CH2:34][N:33]([CH2:1][C@@H:3]4[C@@H:7]([C:8]5[CH:9]=[CH:10][CH:11]=[CH:12][CH:13]=5)[CH2:6][N:5]([C@H:14]([CH:27]5[CH2:32][CH2:31][CH2:30][CH2:29][CH2:28]5)[C:15]([O:17][CH2:18][C:19]5[CH:24]=[CH:23][C:22]([O:25][CH3:26])=[CH:21][CH:20]=5)=[O:16])[CH2:4]4)[CH2:38][CH2:37]3)[CH:40]=[N:41][C:42]=2[CH:47]=1 |f:2.3|. Procedure: The title compound was prepared from 40 mg of α-(R)-(3-(R)-formyl-4-(S)-phenylpyrrolidin-1-yl)-cyclohexaneacetic acid, 4-methoxy-benzyl ester (prepared above as Aldehyde 5), 40 mg 1-piperidin-4-yl-5-fluoro-1-H-benzoimidazole (from Step C ) and 60 mg of sodium triacetoxyborohydride in 4 mL of THF and 1 mL of DMF, using a procedure analogous to that described in Example 95, Step D to provide 43 mg of the title compound as an oil. The reactants are C(C1=CC=CC=C1)N1CC(CC1)C1(CC(C1)F)NC(=O)OC(C)(C)C (1-benzyl-3-[3-(tert-butoxycarbonylamino)-1-fluorocyclobutan-3-yl]pyrrolidine). Reagents/catalysts: [Pd] (palladium on carbon). Solvent: C(C)O (ethanol). Conditions: time 1.5 hour. Product: C(C)(C)(C)OC(=O)NC1(CC(C1)F)C1CNCC1 (3-[3-(tert-Butoxycarbonylamino)-1-fluorocyclobutan-3-yl]pyrrolidine). As a reaction SMILES: C([N:8]1[CH2:12][CH2:11][CH:10]([C:13]2([NH:18][C:19]([O:21][C:22]([CH3:25])([CH3:24])[CH3:23])=[O:20])[CH2:16][CH:15]([F:17])[CH2:14]2)[CH2:9]1)C1C=CC=CC=1>C(O)C.[Pd]>[C:22]([O:21][C:19]([NH:18][C:13]1([CH:10]2[CH2:11][CH2:12][NH:8][CH2:9]2)[CH2:16][CH:15]([F:17])[CH2:14]1)=[O:20])([CH3:25])([CH3:23])[CH3:24]. Procedure: A 145 mg (0.416 mmol) portion of 1-benzyl-3-[3-(tert-butoxycarbonylamino)-1-fluorocyclobutan-3-yl]pyrrolidine (Isomer A) was dissolved in 10 ml of ethanol to which was subsequently added 150 mg of 10% palladium on carbon catalyst. The thus prepared mixture was stirred for 1.5 hours under irradiation of light and under a hydrogen pressure of 3.5 atmospheres. After removal of the catalyst by filtration, the solvent was evaporated under a reduced pressure to give 117 mg (quantitative) of the title ... The solvent is CC1=CC=CC=C1 (Toluene). Reactants: [B-](C1CC1)(F)(F)F.[K+], c1(c(ncc(n1)c1c(nn(c1CN(C)C(=O)OC(C)(C)C)CC#N)C)N)O[C@@H](c1c(ccc(c1Cl)F)C(OC)=O)C. Reaction SMILES: [CH3:1][O:2][C:3]([c:5]1[c:11]([CH:12]([O:14][c:15]2[c:20]([NH2:21])[n:19][cH:18][c:17]([c:22]3[c:30]([CH2:31][N:32]([C:34]([O:36][C:37]([CH3:40])([CH3:39])[CH3:38])=[O:35])[CH3:33])[n:26]([CH2:27][C:28]#[N:29])[n:25][c:23]3[CH3:24])[n:16]2)[CH3:13])[c:10](Cl)[c:8]([F:9])[cH:7][cH:6]1)=[O:4].[K+].F[B-]([CH:41]1[CH2:43][CH2:42]1)(F)F>>[CH3:1][O:2][C:3]([c:5]1[c:11]([CH:12]([O:14][c:15]2[c:20]([NH2:21])[n:19][cH:18][c:17]([c:22]3[c:30]([CH2:31][N:32]([C:34]([O:36][C:37]([CH3:40])([CH3:39])[CH3:38])=[O:35])[CH3:33])[n:26]([CH2:27][C:28]#[N:29])[n:25][c:23]3[CH3:24])[n:16]2)[CH3:13])[c:10]([CH:41]4[CH2:43][CH2:42]4)[c:8]([F:9])[cH:7][cH:6]1)=[O:4]. Product: COC(=O)c1ccc(F)c(C2CC2)c1C(C)Oc3nc(cnc3N)c4c(C)nn(CC#N)c4CN(C)C(=O)OC(C)(C)C. Reagents/catalysts: c1ccc(cc1)-c2c3ccccc3cc4ccccc24 (9-Phenylanthracene), [OH-].[Na+]Â Â  (NaOH), O (water), P([C@]12C[C@@H]3C[C@H](C2)C[C@@H](C1)C3)([C@]12C[C@@H]3C[C@@H](C2)C[C@@H](C1)C3)CCCC (cataCXium A), C(O[Pd]OC(C)=O)(C)=O (Pd(OAc)2). Reaction conditions: temperature 110 celsius, time 18 hour. The reactants are [NH2-].[Na+] (sodamide), O (water), CN(CCC(O)C=1SC=CC1)C (N,N-dimethyl-3-(2-thienyl)-3-hydroxypropanamine), FC1=CC=CC2=CC=CC=C12 (1-fluoronaphthalene). Run in CS(=O)C (dimethyl sulfoxide), C(C)(=O)O (acetic acid). Run at temperature 87.5 celsius. Yields the product CN(CCC(C=1SC=CC1)OC1=CC=CC2=CC=CC=C12)C ((±)-N,N-dimethyl-3-(1-naphthalenyloxy)-3-(2-thienyl)propanamine). Reaction SMILES: [CH3:1][N:2]([CH3:12])[CH2:3][CH2:4][CH:5]([C:7]1[S:8][CH:9]=[CH:10][CH:11]=1)[OH:6].[NH2-].[Na+].F[C:16]1[C:25]2[C:20](=[CH:21][CH:22]=[CH:23][CH:24]=2)[CH:19]=[CH:18][CH:17]=1.O>CS(C)=O.C(O)(=O)C>[CH3:12][N:2]([CH3:1])[CH2:3][CH2:4][CH:5]([O:6][C:24]1[C:25]2[C:20](=[CH:19][CH:18]=[CH:17][CH:16]=2)[CH:21]=[CH:22][CH:23]=1)[C:7]1[S:8][CH:9]=[CH:10][CH:11]=1 |f:1.2|. Procedure details: N,N-dimethyl-3-(2-thienyl)-3-hydroxypropanamine (2, racemic hydroxy compound) (50 gm) was dissolved in dimethyl sulfoxide (250 ml). To the clear solution sodamide (13.7 gm) was added at 20-25° C. in small lots within 10-15 minutes under nitrogen atmosphere. The resulting reaction mass was stirred for half an hour to get a clear solution. To this solution 1-fluoronaphthalene (3) (43.4 gm) was added in 20-25 minutes. The temperature was raised to 80-95° C. and stirred for 3-5 hours, then cooled to... RXN SMILES: FC(F)(F)C(O)=O.[CH3:8][C@H:9]([O:13][C:14]1[NH:15][C:16]([NH2:25])=[C:17]2[C:21]([N:22]=1)=[N:20][C:19]([O:23][CH3:24])=[N:18]2)[CH2:10][CH2:11][CH3:12].Br[CH2:27][CH2:28][CH:29]1[CH2:34][CH2:33][CH2:32][CH2:31][O:30]1>>[CH3:8][C@H:9]([O:13][C:14]1[N:22]=[C:21]2[C:17]([N:18]=[C:19]([O:23][CH3:24])[N:20]2[CH2:27][CH2:28][CH:29]2[CH2:34][CH2:33][CH2:32][CH2:31][O:30]2)=[C:16]([NH2:25])[N:15]=1)[CH2:10][CH2:11][CH3:12] |f:0.1|. Yields the product C[C@@H](CCC)OC1=NC(=C2N=C(N(C2=N1)CCC1OCCCC1)OC)N (2-{[(1S)-1-Methylbutyl]oxy}-8-(methyloxy)-9-[2-(tetrahydro-2H-Pyran-2-yl)ethyl]-9H-purin-6-amine). Starting materials: Intermediate 243, FC(C(=O)O)(F)F.C[C@@H](CCC)OC=1NC(=C2N=C(N=C2N1)OC)N (2-{[(1S)-1-methylbutyl]oxy}-8-(methyloxy)-1H-purin-6-amine trifluoroacetate), BrCCC1OCCCC1 (2-(2-bromoethyl)tetrahydro-2H-pyran). Procedure: Prepared similarly to Intermediate 243 from 2-{[(1S)-1-methylbutyl]oxy}-8-(methyloxy)-1H-purin-6-amine trifluoroacetate and 2-(2-bromoethyl)tetrahydro-2H-pyran.